This data is from the Open Reaction Database (ORD), a public repository of structured organic reaction records. The task is: describe an organic reaction: reactants, conditions, products, and yield Reactants: [BH4-], CCO, [Na+], [Na+], [OH-], O=C1c2ccccc2CSc2ccccc21. Product: OC1c2ccccc2CSc2ccccc21. Reaction SMILES: [BH4-:1].[CH3:21][CH2:22][OH:23].[Na+:20].[Na+:2].[OH-:19].[cH:3]1[cH:4][cH:5][cH:6][c:7]2[c:13]1[C:12](=[O:14])[c:11]1[c:10]([cH:18][cH:17][cH:16][cH:15]1)[CH2:9][S:8]2>>[cH:3]1[cH:4][cH:5][cH:6][c:7]2[c:13]1[CH:12]([OH:14])[c:11]1[c:10]([cH:18][cH:17][cH:16][cH:15]1)[CH2:9][S:8]2. Starting materials: Br.N1=CC(=CC=C1)OC1=CC=C(C=C1)C1=NN=C(O1)N (5-[4-(Pyridin-3-yloxy)phenyl]-1,3,4-oxadiazol-2-amine hydrobromide salt), COC1=C(C=C(C(=O)Cl)C=C1)C(F)(F)F (4-methoxy-3-trifluoromethylbenzoyl chloride). Solvent: CO (MeOH), N1=CC=CC=C1 (pyridine). Run at time 3 hour. Yields the product COC1=C(C=C(C(=O)NC=2OC(=NN2)C2=CC=C(C=C2)OC=2C=NC=CC2)C=C1)C(F)(F)F (4-methoxy-N-{5-[4-(pyridin-3-yloxy)phenyl]-1,3,4-oxadiazol-2-yl}-3-(trifluoromethyl)-benzamide). The yield is 16.2%. RXN SMILES: Br.[N:2]1[CH:7]=[CH:6][CH:5]=[C:4]([O:8][C:9]2[CH:14]=[CH:13][C:12]([C:15]3[O:19][C:18]([NH2:20])=[N:17][N:16]=3)=[CH:11][CH:10]=2)[CH:3]=1.[CH3:21][O:22][C:23]1[CH:31]=[CH:30][C:26]([C:27](Cl)=[O:28])=[CH:25][C:24]=1[C:32]([F:35])([F:34])[F:33]>N1C=CC=CC=1.CO>[CH3:21][O:22][C:23]1[CH:31]=[CH:30][C:26]([C:27]([NH:20][C:18]2[O:19][C:15]([C:12]3[CH:11]=[CH:10][C:9]([O:8][C:4]4[CH:3]=[N:2][CH:7]=[CH:6][CH:5]=4)=[CH:14][CH:13]=3)=[N:16][N:17]=2)=[O:28])=[CH:25][C:24]=1[C:32]([F:33])([F:34])[F:35] |f:0.1|. Procedure details: 5-[4-(Pyridin-3-yloxy)phenyl]-1,3,4-oxadiazol-2-amine hydrobromide salt (167.5 mg, 0.5 mmol) was suspended in 2 mL of anhydrous pyridine. Neat 4-methoxy-3-trifluoromethylbenzoyl chloride (179.0 mg, 0.75 mmol) was added directly into the solution. The reaction mixture formed an orange-red solution with a small amount of white precipitate. It was left to stir for 3 hours. Then it was diluted with ca. 1 mL of MeOH, filtered through 0.22 u syringe filter and purified by reverse phase preparative HPL... The reactants are N#Cc1cccc(NC(=O)Nc2ccc(S(=O)(=O)N(CCO)CCO)cc2)c1, CCCCN1CCNCC1. Yields the product CCCCN1CCN(C(=N)c2cccc(NC(=O)Nc3ccc(S(=O)(=O)N(CCO)CCO)cc3)c2)CC1. Reaction SMILES: [C:1](#[N:2])[c:3]1[cH:4][c:5]([NH:9][C:10]([NH:11][c:12]2[cH:13][cH:14][c:15]([S:18](=[O:19])(=[O:20])[N:21]([CH2:22][CH2:23][OH:24])[CH2:25][CH2:26][OH:27])[cH:16][cH:17]2)=[O:28])[cH:6][cH:7][cH:8]1.[CH2:29]([CH2:30][CH2:31][CH3:32])[N:33]1[CH2:34][CH2:35][NH:36][CH2:37][CH2:38]1>>[C:1](=[NH:2])([c:3]1[cH:4][c:5]([NH:9][C:10]([NH:11][c:12]2[cH:13][cH:14][c:15]([S:18](=[O:19])(=[O:20])[N:21]([CH2:22][CH2:23][OH:24])[CH2:25][CH2:26][OH:27])[cH:16][cH:17]2)=[O:28])[cH:6][cH:7][cH:8]1)[N:36]1[CH2:35][CH2:34][N:33]([CH2:29][CH2:30][CH2:31][CH3:32])[CH2:38][CH2:37]1.